Dataset: the Open Reaction Database (ORD), a public repository of structured organic reaction records. Task: describe an organic reaction: reactants, conditions, products, and yield Isolated yield 68.2%. Starting materials: COC1=C(C=C(C=C1)CCl)C (4-(Chloromethyl)-2-methylphenyl methyl ether), C1(=CC=CC=C1)P(C1=CC=CC=C1)C1=CC=CC=C1 (triphenylphosphine). Solvent: C1(=CC=CC=C1)C (toluene). Procedure details: To a 250ml round-bottom flask equipped with a magnetic stir-bar and N2inlet was added 4-(Chloromethyl)-2-methylphenyl methyl ether (2.59g, 15.18mmoles, 1eq), dry toluene (50ml, 0.3M) and triphenylphosphine (3.98g, 15.18mmoles, 1eq). The reaction mixture was refluxed overnight. After cooling to room temperature the solvent was removed in vacuo, the residue washed with hexanes and the solid/liquid mixture was filtered to yield 4.48g (71%) of solid product. Product: [Cl-].COC1=C(C=C(C[P+](C2=CC=CC=C2)(C2=CC=CC=C2)C2=CC=CC=C2)C=C1)C ((4-Methoxy-3-methylbenzyl)(triphenyl)phosphonium chloride). Reaction SMILES: [CH3:1][O:2][C:3]1[CH:8]=[CH:7][C:6]([CH2:9][Cl:10])=[CH:5][C:4]=1[CH3:11].[C:12]1([P:18]([C:25]2[CH:30]=[CH:29][CH:28]=[CH:27][CH:26]=2)[C:19]2[CH:24]=[CH:23][CH:22]=[CH:21][CH:20]=2)[CH:17]=[CH:16][CH:15]=[CH:14][CH:13]=1>C1(C)C=CC=CC=1>[Cl-:10].[CH3:1][O:2][C:3]1[CH:8]=[CH:7][C:6]([CH2:9][P+:18]([C:19]2[CH:20]=[CH:21][CH:22]=[CH:23][CH:24]=2)([C:25]2[CH:30]=[CH:29][CH:28]=[CH:27][CH:26]=2)[C:12]2[CH:13]=[CH:14][CH:15]=[CH:16][CH:17]=2)=[CH:5][C:4]=1[CH3:11] |f:3.4|. Reaction SMILES: [Br-:17].[Br:1][c:2]1[cH:3][cH:4][c:5]([F:11])[c:6]([C:8]([CH3:9])=[O:10])[cH:7]1.[CH3:18][P+:19]([c:20]1[cH:21][cH:22][cH:23][cH:24][cH:25]1)([c:26]1[cH:27][cH:28][cH:29][cH:30][cH:31]1)[c:32]1[cH:33][cH:34][cH:35][cH:36][cH:37]1.[CH3:38][CH2:39][O:40][C:41](=[O:42])[CH3:43].[O:12]1[CH2:13][CH2:16][CH2:15][CH2:14]1>>[Br:1][c:2]1[cH:3][cH:4][c:5]([F:11])[c:6]([C:8](=[CH2:9])[CH3:13])[cH:7]1. Yields the product C=C(C)c1cc(Br)ccc1F. The reactants are [Br-], CC(=O)c1cc(Br)ccc1F, C[P+](c1ccccc1)(c1ccccc1)c1ccccc1, CCOC(C)=O, C1CCOC1. The reactants are CCO, I, CN(CCN1CCCc2cc(N)cc(F)c21)C(=O)Oc1ccccc1, [Na+], [Na+], O=C([O-])[O-], O, CSC(=N)c1cccs1. The product is CN(CCN1CCCc2cc(NC(=N)c3cccs3)cc(F)c21)C(=O)Oc1ccccc1. Reaction SMILES: [CH3:36][CH2:37][OH:38].[IH:26].[NH2:1][c:2]1[cH:3][c:4]2[c:9]([c:10]([F:12])[cH:11]1)[N:8]([CH2:13][CH2:14][N:15]([C:16]([O:17][c:18]1[cH:19][cH:20][cH:21][cH:22][cH:23]1)=[O:24])[CH3:25])[CH2:7][CH2:6][CH2:5]2.[Na+:40].[Na+:41].[O-:42][C:43](=[O:44])[O-:45].[OH2:39].[s:27]1[c:28]([C:32](=[NH:33])[S:34][CH3:35])[cH:29][cH:30][cH:31]1>>[NH:1]([c:2]1[cH:3][c:4]2[c:9]([c:10]([F:12])[cH:11]1)[N:8]([CH2:13][CH2:14][N:15]([C:16]([O:17][c:18]1[cH:19][cH:20][cH:21][cH:22][cH:23]1)=[O:24])[CH3:25])[CH2:7][CH2:6][CH2:5]2)[C:32]([c:28]1[s:27][cH:31][cH:30][cH:29]1)=[NH:33].